Task: describe an organic reaction: reactants, conditions, products, and yield. Dataset: the Open Reaction Database (ORD), a public repository of structured organic reaction records Reactants: CN(C)C=O, CCOC(=O)c1cc([N+](=O)[O-])cc2sc3ccccc3c(=O)c12. Product: CCOC(=O)c1cc(N)cc2sc3ccccc3c(=O)c12. Reaction SMILES: [CH3:24][N:25]([CH3:26])[CH:27]=[O:28].[N+:1]([O-:2])(=[O:3])[c:4]1[cH:5][c:6]([C:19](=[O:20])[O:21][CH2:22][CH3:23])[c:7]2[c:8](=[O:18])[c:9]3[cH:10][cH:11][cH:12][cH:13][c:14]3[s:15][c:16]2[cH:17]1>>[NH2:1][c:4]1[cH:5][c:6]([C:19](=[O:20])[O:21][CH2:22][CH3:23])[c:7]2[c:8](=[O:18])[c:9]3[cH:10][cH:11][cH:12][cH:13][c:14]3[s:15][c:16]2[cH:17]1.